From a dataset of the Open Reaction Database (ORD), a public repository of structured organic reaction records. describe an organic reaction: reactants, conditions, products, and yield Reactants: COc1ccc(C(C#N)C#N)cc1, CI, [H-], [Na+], CN(C)C=O, O. Yields the product COc1ccc(C(C)(C#N)C#N)cc1. Reaction SMILES: [C:1](#[N:2])[CH:3]([c:4]1[cH:5][cH:6][c:7]([O:10][CH3:11])[cH:8][cH:9]1)[C:12]#[N:13].[CH3:16][I:17].[H-:15].[Na+:14].[O:19]=[CH:20][N:21]([CH3:22])[CH3:23].[OH2:18]>>[C:1](#[N:2])[C:3]([c:4]1[cH:5][cH:6][c:7]([O:10][CH3:11])[cH:8][cH:9]1)([C:12]#[N:13])[CH3:16]. Reactants: CO, Cl, Nc1ccc2c(c1)CCC2O. Product: Nc1ccc2c(c1)CC=C2. RXN SMILES: [CH3:13][OH:14].[ClH:12].[NH2:1][c:2]1[cH:3][c:4]2[c:8]([cH:9][cH:10]1)[CH:7]([OH:11])[CH2:6][CH2:5]2>>[NH2:1][c:2]1[cH:3][c:4]2[c:8]([cH:9][cH:10]1)[CH:7]=[CH:6][CH2:5]2. Reactants: S1C=C(C=C1)C1OCCO1 (2-Thiophene-3-yl-[1,3]dioxolane), C(CCC)[Li] (n-butyllithium), BrC(F)(F)C(F)(F)Br (BrCF2CF2Br). Solvent: C1CCOC1 (THF). Reaction conditions: temperature -78 celsius, time 35 minute. The product is BrC=1SC=CC1C1OCCO1 (2-(2-Bromo-thiophen-3-yl)-[1,3]dioxolane). Reaction SMILES: [S:1]1[CH:5]=[CH:4][C:3]([CH:6]2[O:10][CH2:9][CH2:8][O:7]2)=[CH:2]1.C([Li])CCC.[Br:16]C(C(Br)(F)F)(F)F>C1COCC1>[Br:16][C:2]1[S:1][CH:5]=[CH:4][C:3]=1[CH:6]1[O:10][CH2:9][CH2:8][O:7]1. Procedure: A −78° C. solution of the dioxolane of Example 23(a) in dry THF (93 mL, Aldrich) was treated with n-butyllithium (34 mL, 50.7 mmol, 1.49 M/hexanes, Aldrich). The mixture was stirred at −78° C. for 35 minutes and then BrCF2CF2Br (6.1 mL, 51.1 mmol, Aldrich) was added. After 10 minutes, the mixture was allowed to warm to 0° C. and after 30 minutes at 0° C., the mixture was allowed to warm to room temperature. The solution was partitioned between H2O and ether (100 mL each). The layers were separat...